This data is from the Open Reaction Database (ORD), a public repository of structured organic reaction records. The task is: describe an organic reaction: reactants, conditions, products, and yield Starting materials: [Br-], BrCc1ccccc1, CN1CCCC1=O, [Li+], NC(CO)C(=O)O. Yields the product NC(CO)C(=O)OCc1ccccc1. As a reaction SMILES: [Br-:9].[Br:10][CH2:11][c:12]1[cH:13][cH:14][cH:15][cH:16][cH:17]1.[CH3:18][N:19]1[CH2:20][CH2:21][CH2:22][C:23]1=[O:24].[Li+:8].[NH2:1][CH:2]([CH2:3][OH:4])[C:5]([OH:6])=[O:7]>>[NH2:1][CH:2]([CH2:3][OH:4])[C:5]([O:6][CH2:11][c:12]1[cH:13][cH:14][cH:15][cH:16][cH:17]1)=[O:7]. Reactants: COC1=C(C(=O)N[C@@H]2[C@H](CCC2)NC2=NC=C(N=C2)C(F)(F)F)C=C(C=C1)C (2-Methoxy-5-methyl-N-[(1S,2S)-2-{[5-(trifluoromethyl)pyrazin-2-yl]amino}cyclopentyl]benzamide), FC=1C=CC(=C(C(=O)O)C1)N1N=NC=C1 (5-fluoro-2-(1H-1,2,3-triazol-1-yl)benzoic acid), FC=1C=CC(=C(C(=O)O)C1)N1N=NC=C1 (5-fluoro-2-(1H-1,2,3-triazol-1-yl)benzoic acid), Cl.FC(C=1N=CC(=NC1)N[C@@H]1[C@H](CCC1)N)(F)F ((1S,2S)-1-N-[5-(trifluoromethyl)pyrazin-2-yl]cyclopentane-1,2-diamine hydrochloride), Cl.FC(C=1N=CC(=NC1)N[C@@H]1[C@H](CCC1)N)(F)F ((1S,2S)-1-N-[5-(trifluoromethyl)pyrazin-2-yl]cyclopentane-1,2-diamine hydrochloride). Product: FC=1C=CC(=C(C(=O)N[C@@H]2[C@H](CCC2)NC2=NC=C(N=C2)C(F)(F)F)C1)N1N=NC=C1 (5-Fluoro-2-(1H-1,2,3-triazol-1-yl)-N-[(1S,2S)-2-{[5-(trifluoromethyl)pyrazin-2-yl]amino}cyclopentyl]benzamide). RXN SMILES: COC1C=CC(C)=CC=1C(N[C@H]1CCC[C@@H]1NC1C=NC(C(F)(F)F)=CN=1)=O.Cl.[F:30][C:31]([F:46])([F:45])[C:32]1[N:33]=[CH:34][C:35]([NH:38][C@H:39]2[CH2:43][CH2:42][CH2:41][C@@H:40]2[NH2:44])=[N:36][CH:37]=1.[F:47][C:48]1[CH:49]=[CH:50][C:51]([N:57]2[CH:61]=[CH:60][N:59]=[N:58]2)=[C:52]([CH:56]=1)[C:53](O)=[O:54]>>[F:47][C:48]1[CH:49]=[CH:50][C:51]([N:57]2[CH:61]=[CH:60][N:59]=[N:58]2)=[C:52]([CH:56]=1)[C:53]([NH:44][C@H:40]1[CH2:41][CH2:42][CH2:43][C@@H:39]1[NH:38][C:35]1[CH:34]=[N:33][C:32]([C:31]([F:30])([F:45])[F:46])=[CH:37][N:36]=1)=[O:54] |f:1.2|. Procedure: Prepared according to the procedure for 2-methoxy-5-methyl-N-[(1S,2S)-2-{[5-(trifluoromethyl)pyrazin-2-yl]amino}cyclopentyl]benzamide (Example 37) from (1S,2S)-1-N-[5-(trifluoromethyl)pyrazin-2-yl]cyclopentane-1,2-diamine hydrochloride (Intermediate 14; 75 mg, 0.27 mmol) and 5-fluoro-2-(1H-1,2,3-triazol-1-yl)benzoic acid (Intermediate 9; 66 mg, 0.32 mmol) to afford the title compound. Reactants: C(C)(C)(C)C=1C=C(N(N1)C1=CC=C(C=C1)C)NC(=O)N[C@H]1CC[C@H](C2=CC=CC=C12)OC=1C=CC=2N(C1)C(=NN2)N2[C@@H](C(CCC2)O[Si](C(C)C)(C(C)C)C(C)C)C (1-(5-tert-Butyl-2-p-tolyl-2H-pyrazol-3-yl)-3-{(1S,4R)-4-[3-((R)-3-triisopropylsilanyloxy-methyl-piperidin-1-yl)-[1,2,4]triazolo[4,3-a]pyridin-6-yloxy]-1,2,3,4-tetrahydro-naphthalen-1-yl}-urea), CCCC[N+](CCCC)(CCCC)CCCC.[F-] (TBAF), CO (MeOH). The solvent is C(Cl)Cl (DCM), C1CCOC1 (THF). Product: C(C)(C)(C)C=1C=C(N(N1)C1=CC=C(C=C1)C)NC(=O)N[C@H]1CC[C@H](C2=CC=CC=C12)OC=1C=CC=2N(C1)C(=NN2)N2C[C@@H](CCC2)CO (1-(5-tert-Butyl-2-p-tolyl-2H-pyrazol-3-yl)-3-{(1S,4R)-4-[3-((R)-3-hydroxymethyl-piperidin-1-yl)-[1,2,4]triazolo[4,3-a]pyridin-6-yloxy]-1,2,3,4-tetrahydro-naphthalen-1-yl}-urea). As a reaction SMILES: [C:1]([C:5]1[CH:6]=[C:7]([NH:17][C:18]([NH:20][C@@H:21]2[C:30]3[C:25](=[CH:26][CH:27]=[CH:28][CH:29]=3)[C@H:24]([O:31][C:32]3[CH:33]=[CH:34][C:35]4[N:36]([C:38]([N:41]5[CH2:46][CH2:45][CH2:44][CH:43](O[Si](C(C)C)(C(C)C)C(C)C)[C@H:42]5C)=[N:39][N:40]=4)[CH:37]=3)[CH2:23][CH2:22]2)=[O:19])[N:8]([C:10]2[CH:15]=[CH:14][C:13]([CH3:16])=[CH:12][CH:11]=2)[N:9]=1)([CH3:4])([CH3:3])[CH3:2].CCCC[N+](CCCC)(CCCC)CCCC.[F-].[CH3:77][OH:78]>C1COCC1.C(Cl)Cl>[C:1]([C:5]1[CH:6]=[C:7]([NH:17][C:18]([NH:20][C@@H:21]2[C:30]3[C:25](=[CH:26][CH:27]=[CH:28][CH:29]=3)[C@H:24]([O:31][C:32]3[CH:33]=[CH:34][C:35]4[N:36]([C:38]([N:41]5[CH2:46][CH2:45][CH2:44][C@@H:43]([CH2:77][OH:78])[CH2:42]5)=[N:39][N:40]=4)[CH:37]=3)[CH2:23][CH2:22]2)=[O:19])[N:8]([C:10]2[CH:11]=[CH:12][C:13]([CH3:16])=[CH:14][CH:15]=2)[N:9]=1)([CH3:2])([CH3:3])[CH3:4] |f:1.2|. Procedure details: A brown solution of Intermediate 77d (135 mg, 0.168 mmol) and TBAF (1M in THF, 0.184 mL, 0.184 mmol) in THF (3 mL) was stirred at RT for 1 h. The solution was concentrated in vacuo, suspended in water (10 mL) and extracted with EtOAc-MeOH (19:1, 2×10 mL). The combined organics were washed with brine (10 mL), dried (Na2SO4), filtered and concentrated in vacuo to leave a brown solid. FCC, using 5-9% MeOH in DCM, gave a pale brown solid. Further purification by HPLC (XBridge C18 column, 25-75% MeCN... The reactants are CC1(C)OB(c2ccc(Nc3nc4ccccc4s3)cc2)OC1(C)C, CN1CCN(C2CCC(n3nc(I)c4c(N)ncnc43)CC2)CC1, CN1CCN(C2CCC(n3nc(-c4ccc(Nc5nc6ccccc6o5)c(F)c4)c4c(N)ncnc43)CC2)CC1. Yields the product CN1CCN(C2CCC(n3nc(-c4ccc(Nc5nc6ccccc6s5)cc4)c4c(N)ncnc43)CC2)CC1. RXN SMILES: [CH3:25][C:26]1([CH3:27])[C:28]([CH3:29])([CH3:30])[O:31][B:32]([c:33]2[cH:34][cH:35][c:36]([NH:39][c:40]3[s:41][c:42]4[c:43]([n:44]3)[cH:45][cH:46][cH:47][cH:48]4)[cH:37][cH:38]2)[O:49]1.[I:1][c:2]1[n:3][n:4]([CH:12]2[CH2:13][CH2:14][CH:15]([N:18]3[CH2:19][CH2:20][N:21]([CH3:24])[CH2:22][CH2:23]3)[CH2:16][CH2:17]2)[c:5]2[n:6][cH:7][n:8][c:9]([NH2:11])[c:10]12.[NH2:50][c:51]1[n:52][cH:53][n:54][c:55]2[n:56]([CH:57]3[CH2:58][CH2:59][CH:60]([N:61]4[CH2:62][CH2:63][N:64]([CH3:65])[CH2:66][CH2:67]4)[CH2:68][CH2:69]3)[n:70][c:71](-[c:72]3[cH:73][cH:74][c:75]([NH:76][c:77]4[o:78][c:79]5[cH:80][cH:81][cH:82][cH:83][c:84]5[n:85]4)[c:86]([F:87])[cH:88]3)[c:89]12>>[c:2]1(-[c:33]2[cH:34][cH:35][c:36]([NH:39][c:40]3[s:41][c:42]4[c:43]([n:44]3)[cH:45][cH:46][cH:47][cH:48]4)[cH:37][cH:38]2)[n:3][n:4]([CH:12]2[CH2:13][CH2:14][CH:15]([N:18]3[CH2:19][CH2:20][N:21]([CH3:24])[CH2:22][CH2:23]3)[CH2:16][CH2:17]2)[c:5]2[n:6][cH:7][n:8][c:9]([NH2:11])[c:10]12.